This data is from the Open Reaction Database (ORD), a public repository of structured organic reaction records. The task is: describe an organic reaction: reactants, conditions, products, and yield Starting materials: FC(C(=O)NC1=NN(C2=CC=C(C=C12)S(=O)(=O)C1=CC(=CC=C1)F)C(C1=CC=CC=C1)(C1=CC=CC=C1)C1=CC=CC=C1)(F)F (2,2,2-Trifluoro-N-[5-(3-fluoro-benzenesulfonyl)-1-trityl-1H-indazol-3-yl]-acetamide), CO (methanol). Run in C(C)N(CC)CC (triethylamine). Product: FC=1C=C(C=CC1)S(=O)(=O)C=1C=C2C(=NN(C2=CC1)C(C1=CC=CC=C1)(C1=CC=CC=C1)C1=CC=CC=C1)N (5-(3-fluoro-benzenesulfonyl)-1-trityl-1H-indazol-3-ylamine). RXN SMILES: FC(F)(F)C([NH:5][C:6]1[C:14]2[C:9](=[CH:10][CH:11]=[C:12]([S:15]([C:18]3[CH:23]=[CH:22][CH:21]=[C:20]([F:24])[CH:19]=3)(=[O:17])=[O:16])[CH:13]=2)[N:8]([C:25]([C:38]2[CH:43]=[CH:42][CH:41]=[CH:40][CH:39]=2)([C:32]2[CH:37]=[CH:36][CH:35]=[CH:34][CH:33]=2)[C:26]2[CH:31]=[CH:30][CH:29]=[CH:28][CH:27]=2)[N:7]=1)=O.CO>C(N(CC)CC)C>[F:24][C:20]1[CH:19]=[C:18]([S:15]([C:12]2[CH:13]=[C:14]3[C:9](=[CH:10][CH:11]=2)[N:8]([C:25]([C:32]2[CH:33]=[CH:34][CH:35]=[CH:36][CH:37]=2)([C:26]2[CH:27]=[CH:28][CH:29]=[CH:30][CH:31]=2)[C:38]2[CH:43]=[CH:42][CH:41]=[CH:40][CH:39]=2)[N:7]=[C:6]3[NH2:5])(=[O:17])=[O:16])[CH:23]=[CH:22][CH:21]=1. Procedure: The crude 2,2,2-Trifluoro-N-[5-(3-fluoro-benzenesulfonyl)-1-trityl-1H-indazol-3-yl]-acetamide (46.33 mmol) was treated with methanol (250 mL) and triethylamine (20 mL) and heated to reflux for 36 hours. The volatiles were partially evaporated, cooled and filtered. The solid was washed with a small volume of methanol then with water. After drying under vacuum at 70° C. and further purification by recrystallization from ethyl acetate the title compound was obtained as a white solid.